Dataset: the Open Reaction Database (ORD), a public repository of structured organic reaction records. Task: describe an organic reaction: reactants, conditions, products, and yield The reactants are C(C)(C)(C)OC(=O)NCCCCCCCCNC1=NC(=NC(=N1)OCC(F)(F)F)NC1=CC(=C(C(=O)OC)C=C1)OCCCCl (methyl 4-((4-((8-((tert-butoxycarbonyl)amino)octyl)amino)-6-(2,2,2-trifluoroethoxy)-1,3,5-triazin-2-yl)amino)-2-(3-chloropropoxy)benzoate), C(=O)(C(F)(F)F)O (TFA). Run in C(Cl)Cl (DCM). Reaction conditions: time 1 hour. The product is NCCCCCCCCNC1=NC(=NC(=N1)OCC(F)(F)F)NC1=CC(=C(C(=O)OC)C=C1)OCCCCl (methyl 4-(4-(8-aminooctylamino)-6-(2,2,2-trifluoroethoxy)-1,3,5-triazin-2-ylamino)-2-(3-chloropropoxy)benzoate). The yield is 120.4%. Reaction SMILES: C(OC([NH:8][CH2:9][CH2:10][CH2:11][CH2:12][CH2:13][CH2:14][CH2:15][CH2:16][NH:17][C:18]1[N:23]=[C:22]([O:24][CH2:25][C:26]([F:29])([F:28])[F:27])[N:21]=[C:20]([NH:30][C:31]2[CH:40]=[CH:39][C:34]([C:35]([O:37][CH3:38])=[O:36])=[C:33]([O:41][CH2:42][CH2:43][CH2:44][Cl:45])[CH:32]=2)[N:19]=1)=O)(C)(C)C.C(O)(C(F)(F)F)=O>C(Cl)Cl>[NH2:8][CH2:9][CH2:10][CH2:11][CH2:12][CH2:13][CH2:14][CH2:15][CH2:16][NH:17][C:18]1[N:23]=[C:22]([O:24][CH2:25][C:26]([F:29])([F:28])[F:27])[N:21]=[C:20]([NH:30][C:31]2[CH:40]=[CH:39][C:34]([C:35]([O:37][CH3:38])=[O:36])=[C:33]([O:41][CH2:42][CH2:43][CH2:44][Cl:45])[CH:32]=2)[N:19]=1. Procedure details: methyl 4-((4-((8-((tert-butoxycarbonyl)amino)octyl)amino)-6-(2,2,2-trifluoroethoxy)-1,3,5-triazin-2-yl)amino)-2-(3-chloropropoxy)benzoate (280 mg, 0.422 mmol) was dissolved in TFA (1 mL, 12.98 mmol) and DCM (2 mL). The reaction was stirred for 1 h. The solvent was removed under vacuum to give 286 mg (100%) methyl 4-(4-(8-aminooctylamino)-6-(2,2,2-trifluoroethoxy)-1,3,5-triazin-2-ylamino)-2-(3-chloropropoxy)benzoate, TFA which was used in the next step without further purification.